Dataset: the Open Reaction Database (ORD), a public repository of structured organic reaction records. Task: describe an organic reaction: reactants, conditions, products, and yield Reactants: O1C(CCCC1)N1C2CN(CC2CO1)C(=O)OCC (ethyl 2-(tetrahydropyran-2-yl)-3-oxa-2,7-diazabicyclo[3.3.0]octane-7-carboxylate), Cl(=O)(=O)(=O)O (perchloric acid), 30, C[O-].[Na+] (sodium methylate). The solvent is C(C)O (ethanol). Product: C12NOCC2CN(C1)C(=O)OCC (Ethyl 3-oxa-2,7-diazabicyclo[3.3.0]octane-7-carboxylate). As a reaction SMILES: O1CCCCC1[N:7]1[O:14][CH2:13][CH:12]2[CH:8]1[CH2:9][N:10]([C:15]([O:17][CH2:18][CH3:19])=[O:16])[CH2:11]2.Cl(O)(=O)(=O)=O.C[O-].[Na+]>C(O)C>[CH:8]12[CH2:9][N:10]([C:15]([O:17][CH2:18][CH3:19])=[O:16])[CH2:11][CH:12]1[CH2:13][O:14][NH:7]2 |f:2.3|. Reported procedure: 15 g (55.5 mmol) of ethyl 2-(tetrahydropyran-2-yl)-3-oxa-2,7-diazabicyclo[3.3.0]octane-7-carboxylate are heated under reflux with 8.25 g (56 mmol) of 70% strength perchloric acid in 100 ml of ethanol for 30 minutes. 10.5 g (58 mmol) of 30 strength sodium methylate solution are added, the mixture is concentrated, the residue is taken up in water and the solution is saturated with K2CO3 and extracted with CHCl3. The extract is dried over K2CO3 and concentrated and the residue is distilled. Reactants: Cn1nc(CO)nc1NCCCCOc1cccc(CN2CCCCC2)c1, CC(=O)O. Product: Cn1nc(CO)nc1NCCCCOc1cccc(CN2CCCCC2)c1, CC(=O)O. As a reaction SMILES: [CH3:1][n:2]1[n:3][c:4]([CH2:26][OH:27])[n:5][c:6]1[NH:7][CH2:8][CH2:9][CH2:10][CH2:11][O:12][c:13]1[cH:14][c:15]([CH2:19][N:20]2[CH2:21][CH2:22][CH2:23][CH2:24][CH2:25]2)[cH:16][cH:17][cH:18]1.[CH3:28][C:29]([OH:30])=[O:31]>>[CH3:1][n:2]1[n:3][c:4]([CH2:26][OH:27])[n:5][c:6]1[NH:7][CH2:8][CH2:9][CH2:10][CH2:11][O:12][c:13]1[cH:14][c:15]([CH2:19][N:20]2[CH2:21][CH2:22][CH2:23][CH2:24][CH2:25]2)[cH:16][cH:17][cH:18]1.[CH3:28][C:29](=[O:30])[OH:31]. Reactants: CN1C(CCC1)=O (N-methylpyrrolidone), NC1=C(C=C(C=C1C)N1N=CN=C1)I (1-(4-amino-3-iodo-5-methyl-phenyl)-1,2,4-triazole), cuprous cyanide, N (ammonia). The product is NC1=C(C=C(C=C1C)N1N=CN=C1)C#N (1-(4-Amino-3-cyano-5 methylphenyl)-1,2,4-triazole). Reaction SMILES: [NH2:1][C:2]1[C:7]([CH3:8])=[CH:6][C:5]([N:9]2[CH:13]=[N:12][CH:11]=[N:10]2)=[CH:4][C:3]=1I.N.[CH3:16][N:17]1CCCC1=O>>[NH2:1][C:2]1[C:7]([CH3:8])=[CH:6][C:5]([N:9]2[CH:13]=[N:12][CH:11]=[N:10]2)=[CH:4][C:3]=1[C:16]#[N:17]. Procedure: A mixture of 1-(4-amino-3-iodo-5-methyl-phenyl)-1,2,4-triazole (14.23 g) and cuprous cyanide (5.94 g) was heated at 120° in N-methylpyrrolidone (32 cm3) for 2.5 hours. The cooled mixture was poured into ammonia solution (100 cm3 ; S.G. 0.880) and the resulting solution was extracted with chloroform:methanol, 19:1 (3×150 cm3). The combined and dried (MgSO4) organic extracts were filtered and evaporated in vacuo (0.5 mm) to afford an oil which was chromatographed on silica (Merck "MK 60.9385" [Tra... Reactants: CC(C)n1nc(NC(=O)OCc2ccccc2)nc1-c1nc2c(s1)CCOc1cc(C3CN(C(=O)OC(C)(C)C)C3)ccc1-2, CO, ClCCl, Cl, C1COCCO1. The product is Cl, CC(C)n1nc(NC(=O)OCc2ccccc2)nc1-c1nc2c(s1)CCOc1cc(C3CNC3)ccc1-2. As a reaction SMILES: [C:1]([O:2][C:3](=[O:4])[N:8]1[CH2:9][CH:10]([c:12]2[cH:13][c:14]3[c:15]([cH:43][cH:44]2)-[c:16]2[n:17][c:18](-[c:24]4[n:25]([CH:40]([CH3:41])[CH3:42])[n:26][c:27]([NH:29][C:30](=[O:31])[O:32][CH2:33][c:34]5[cH:35][cH:36][cH:37][cH:38][cH:39]5)[n:28]4)[s:19][c:20]2[CH2:21][CH2:22][O:23]3)[CH2:11]1)([CH3:5])([CH3:6])[CH3:7].[CH3:46][OH:47].[Cl:48][CH2:49][Cl:50].[ClH:45].[O:51]1[CH2:52][CH2:53][O:54][CH2:55][CH2:56]1>>[ClH:45].[NH:8]1[CH2:9][CH:10]([c:12]2[cH:13][c:14]3[c:15]([cH:43][cH:44]2)-[c:16]2[n:17][c:18](-[c:24]4[n:25]([CH:40]([CH3:41])[CH3:42])[n:26][c:27]([NH:29][C:30](=[O:31])[O:32][CH2:33][c:34]5[cH:35][cH:36][cH:37][cH:38][cH:39]5)[n:28]4)[s:19][c:20]2[CH2:21][CH2:22][O:23]3)[CH2:11]1. Reactants: C[Al](C)C, ClCCl, NCc1ccc(Cl)cc1, CCOC(=O)c1cn(C)c2ccc(C#CCO)nc2c1=O. Product: Cn1cc(C(=O)NCc2ccc(Cl)cc2)c(=O)c2nc(C#CCO)ccc21. Reaction SMILES: [CH3:1][Al:2]([CH3:3])[CH3:4].[Cl:35][CH2:36][Cl:37].[Cl:5][c:6]1[cH:7][cH:8][c:9]([CH2:10][NH2:11])[cH:12][cH:13]1.[OH:14][CH2:15][C:16]#[C:17][c:18]1[n:19][c:20]2[c:21](=[O:34])[c:22]([C:29](=[O:30])[O:31][CH2:32][CH3:33])[cH:23][n:24]([CH3:28])[c:25]2[cH:26][cH:27]1>>[Cl:5][c:6]1[cH:7][cH:8][c:9]([CH2:10][NH:11][C:29]([c:22]2[c:21](=[O:34])[c:20]3[n:19][c:18]([C:17]#[C:16][CH2:15][OH:14])[cH:27][cH:26][c:25]3[n:24]([CH3:28])[cH:23]2)=[O:30])[cH:12][cH:13]1. Starting materials: COC(=O)C1CC(C#N)(c2ccc(OCCCN3CCCC3)cc2)CCC1=O, CS(C)=O, [Cl-], [Na+], O. Yields the product N#CC1(c2ccc(OCCCN3CCCC3)cc2)CCC(=O)CC1. RXN SMILES: [CH3:1][O:2][C:3](=[O:4])[CH:5]1[C:6](=[O:28])[CH2:7][CH2:8][C:9]([c:11]2[cH:12][cH:13][c:14]([O:17][CH2:18][CH2:19][CH2:20][N:21]3[CH2:22][CH2:23][CH2:24][CH2:25]3)[cH:15][cH:16]2)([C:26]#[N:27])[CH2:10]1.[CH3:29][S:30]([CH3:31])=[O:32].[Cl-:34].[Na+:33].[OH2:35]>>[CH2:5]1[C:6](=[O:28])[CH2:7][CH2:8][C:9]([c:11]2[cH:12][cH:13][c:14]([O:17][CH2:18][CH2:19][CH2:20][N:21]3[CH2:22][CH2:23][CH2:24][CH2:25]3)[cH:15][cH:16]2)([C:26]#[N:27])[CH2:10]1. Reactants: BrC=1C=C(C=CC1)NC ((3-bromophenyl)-methylamine), C(=O)C1=CC=C(C=C1)B(O)O (4-formylbenzene-boronic acid). As a reaction SMILES: Br[C:2]1[CH:3]=[C:4]([NH:8][CH3:9])[CH:5]=[CH:6][CH:7]=1.[CH:10]([C:12]1[CH:17]=[CH:16][C:15](B(O)O)=[CH:14][CH:13]=1)=[O:11]>>[CH3:9][NH:8][C:4]1[CH:3]=[C:2]([C:15]2[CH:16]=[CH:17][C:12]([CH:10]=[O:11])=[CH:13][CH:14]=2)[CH:7]=[CH:6][CH:5]=1. Isolated yield 59.2%. The product is CNC=1C=C(C=CC1)C1=CC=C(C=C1)C=O (3′-Methylaminobiphenyl-4-carboxaldehyde). Procedure: In a manner similar to that of Example 1(e), by reacting 4.3 g (23.2 mmol) of (3-bromophenyl)-methylamine with 5.2 g (34.8 mmol) of 4-formylbenzene-boronic acid, 2.9 g (60%) of the expected product are obtained.